From a dataset of the Open Reaction Database (ORD), a public repository of structured organic reaction records. describe an organic reaction: reactants, conditions, products, and yield Reactants: O=C([O-])[O-], Cc1ccc(B2OC(C)(C)C(C)(C)O2)nc1, C=C(C)c1cc(C(=O)OC)cc(Cl)n1, Cl[Cu], [Cs+], [Cs+], CN(C)C=O. Yields the product C=C(C)c1cc(C(=O)OC)cc(-c2ccc(C)cn2)n1. RXN SMILES: [C:31](=[O:32])([O-:33])[O-:34].[CH3:15][c:16]1[cH:17][cH:18][c:19]([B:22]2[O:23][C:24]([CH3:25])([CH3:26])[C:27]([CH3:28])([CH3:29])[O:30]2)[n:20][cH:21]1.[Cl:1][c:2]1[cH:3][c:4]([C:5](=[O:6])[O:7][CH3:8])[cH:9][c:10]([C:12](=[CH2:13])[CH3:14])[n:11]1.[Cl:42][Cu:43].[Cs+:35].[Cs+:36].[O:37]=[CH:38][N:39]([CH3:40])[CH3:41]>>[c:2]1(-[c:19]2[cH:18][cH:17][c:16]([CH3:15])[cH:21][n:20]2)[cH:3][c:4]([C:5](=[O:6])[O:7][CH3:8])[cH:9][c:10]([C:12](=[CH2:13])[CH3:14])[n:11]1. The reactants are [OH-].[K+] (potassium hydroxide), NOS(=O)(=O)O (Hydroxylamine-O-sulfonic acid), ClC=1C=C(C=C(C1)Cl)C(CC(=O)C1=CC(=C(C(=O)NC2CSC2)C=C1)C)(C(F)(F)F)S (4-[3-(3,5-Dichloro-phenyl)-4,4,4-trifluoro-3-mercapto-butyryl]-2-methyl-N-thietan-3-yl-benzamide), NOS(=O)(=O)O (Hydroxylamine-O-sulfonic acid), [OH-].[K+] (potassium hydroxide). The solvent is O (water), O1CCCC1 (tetrahydrofuran), O (water). Run at time 30 minute. Yields the product ClC=1C=C(C=C(C1)Cl)C1(CC(=NS1)C1=CC(=C(C(=O)NC2CSC2)C=C1)C)C(F)(F)F (4-[5-(3,5-Dichloro-phenyl)-5-trifluoromethyl-4,5-dihydro-isothiazol-3-yl]-2-methyl-N-thietan-3-yl-benzamide). RXN SMILES: [Cl:1][C:2]1[CH:3]=[C:4]([C:9]([SH:31])([C:27]([F:30])([F:29])[F:28])[CH2:10][C:11]([C:13]2[CH:25]=[CH:24][C:16]([C:17]([NH:19][CH:20]3[CH2:23][S:22][CH2:21]3)=[O:18])=[C:15]([CH3:26])[CH:14]=2)=O)[CH:5]=[C:6]([Cl:8])[CH:7]=1.[NH2:32]OS(O)(=O)=O.[OH-].[K+]>O1CCCC1.O>[Cl:1][C:2]1[CH:3]=[C:4]([C:9]2([C:27]([F:30])([F:29])[F:28])[S:31][N:32]=[C:11]([C:13]3[CH:25]=[CH:24][C:16]([C:17]([NH:19][CH:20]4[CH2:23][S:22][CH2:21]4)=[O:18])=[C:15]([CH3:26])[CH:14]=3)[CH2:10]2)[CH:5]=[C:6]([Cl:8])[CH:7]=1 |f:2.3|. Procedure: To a solution of 4-[3-(3,5-Dichloro-phenyl)-4,4,4-trifluoro-3-mercapto-butyryl]-2-methyl-N-thietan-3-yl-benzamide (493 mg) dissolved in a minimum amount of tetrahydrofuran then was added Hydroxylamine-O-sulfonic acid (2 equiv.). Then a solution of potassium hydroxide (5.6 equiv.) in water (19 mL) was added dropwise. After stirring at room temperature for 30 minutes, the mixture was quenched with a solution of hydrochloric acid (1N), extracted with ethyl acetate and washed with brine. The collect... The reactants are CC1CC2=C(CN1)C=CS2 (6-methyl-4,5,6,7-tetrahydro-thieno[3,2-c]pyridine), [N+](=O)([O-])C1=CC=C(C=C1)O (p-nitro-phenol), O(C[*:2])[*:1] (polyoxymethylene), O1CCOCC1 (dioxan), C(C(=O)O)(=O)O (oxalic acid). Run in C(C)O (ethanol). Conditions: temperature 80 celsius, time 4 hour. Yields the product OC1=C(CN2CC3=C(CC2C)SC=C3)C=C(C=C1)[N+](=O)[O-] (5-(2-hydroxy-5-nitro-benzyl)-6-methyl-4,5,6,7-tetrahydro-thieno[3,2-c]pyridine). Isolated yield 27.0%. As a reaction SMILES: [CH3:1][CH:2]1[NH:7][CH2:6][C:5]2[CH:8]=[CH:9][S:10][C:4]=2[CH2:3]1.[N+:11]([C:14]1[CH:19]=[CH:18][C:17]([OH:20])=[CH:16][CH:15]=1)([O-:13])=[O:12].O1CCOC[CH2:22]1.C(O)(=O)C(O)=O>C(O)C>[OH:20][C:17]1[CH:18]=[CH:19][C:14]([N+:11]([O-:13])=[O:12])=[CH:15][C:16]=1[CH2:22][N:7]1[CH:2]([CH3:1])[CH2:3][C:4]2[S:10][CH:9]=[CH:8][C:5]=2[CH2:6]1. Procedure: A mixture of 6-methyl-4,5,6,7-tetrahydro-thieno[3,2-c]pyridine (6.3 g; 41 mmoles), p-nitro-phenol (5.7 g; 41 mmoles), polyoxymethylene (2.5 g; 83 mmoles) and dioxan (50 cc) is stirred at 80° C. during 4 hours. After concentration in vacuo, the residue is dissolved in ether and then treated with 0.5 equivalent oxalic acid in ethanol solution. The resulting semi-oxalate is filtered, washed with boiling methanol-water (1:3), filtered again and dried (M.p.= 214° C.; yield: 27%). Starting materials: C(C)(C)(C)C1=CC(=C(C=N1)C=1N([C@]([C@](N1)(C)C1=CC=C(C=C1)Cl)(C)C1=CC=C(C=C1)Cl)C(=O)N1CCC(CC1)CC(=O)O)OCC ({1-[(4S,5R)-2-(6-tert-butyl-4-ethoxy-pyridin-3-yl)-4,5-bis-(4-chloro-phenyl)-4,5-dimethyl-4,5-dihydro-imidazole-1-carbonyl]-piperidin-4-yl}-acetic acid), FC1=C(CN)C=CC(=C1)C (2-fluoro-4-methylbenzylamine). Yields the product C(C)(C)(C)C1=CC(=C(C=N1)C=1N([C@]([C@](N1)(C)C1=CC=C(C=C1)Cl)(C)C1=CC=C(C=C1)Cl)C(=O)N1CCC(CC1)CC(=O)NCC1=C(C=C(C=C1)C)F)OCC (2-{1-[(4S,5R)-2-(6-tert-Butyl-4-ethoxy-pyridin-3-yl)-4,5-bis-(4-chloro-phenyl)-4,5-dimethyl-4,5-dihydro-imidazole-1-carbonyl]-piperidin-4-yl}-N-(2-fluoro-4-methyl-benzyl)-acetamide). RXN SMILES: [C:1]([C:5]1[N:10]=[CH:9][C:8]([C:11]2[N:12]([C:32]([N:34]3[CH2:39][CH2:38][CH:37]([CH2:40][C:41]([OH:43])=O)[CH2:36][CH2:35]3)=[O:33])[C@@:13]([C:25]3[CH:30]=[CH:29][C:28]([Cl:31])=[CH:27][CH:26]=3)([CH3:24])[C@@:14]([C:17]3[CH:22]=[CH:21][C:20]([Cl:23])=[CH:19][CH:18]=3)([CH3:16])[N:15]=2)=[C:7]([O:44][CH2:45][CH3:46])[CH:6]=1)([CH3:4])([CH3:3])[CH3:2].[F:47][C:48]1[CH:55]=[C:54]([CH3:56])[CH:53]=[CH:52][C:49]=1[CH2:50][NH2:51]>>[C:1]([C:5]1[N:10]=[CH:9][C:8]([C:11]2[N:12]([C:32]([N:34]3[CH2:39][CH2:38][CH:37]([CH2:40][C:41]([NH:51][CH2:50][C:49]4[CH:52]=[CH:53][C:54]([CH3:56])=[CH:55][C:48]=4[F:47])=[O:43])[CH2:36][CH2:35]3)=[O:33])[C@@:13]([C:25]3[CH:26]=[CH:27][C:28]([Cl:31])=[CH:29][CH:30]=3)([CH3:24])[C@@:14]([C:17]3[CH:22]=[CH:21][C:20]([Cl:23])=[CH:19][CH:18]=3)([CH3:16])[N:15]=2)=[C:7]([O:44][CH2:45][CH3:46])[CH:6]=1)([CH3:2])([CH3:4])[CH3:3]. Reported procedure: In a manner analogous to the method described in example 163, {1-[(4S,5R)-2-(6-tert-butyl-4-ethoxy-pyridin-3-yl)-4,5-bis-(4-chloro-phenyl)-4,5-dimethyl-4,5-dihydro-imidazole-1-carbonyl]-piperidin-4-yl}-acetic acid was reacted with 2-fluoro-4-methylbenzylamine (Jrd-Fluoro) to give the title product. LC-MS (ES+) 786 [(M+H)+]. Starting materials: ClCCCN1CCOCC1 (N-(3-Chloropropyl)morpholine), C(C1=CC(OC)=C(O)C=C1)(=O)OCC (ethyl vanillate), C([O-])([O-])=O.[K+].[K+] (potassium carbonate). The solvent is CN(C=O)C (dimethylformamide). Run at temperature 80 celsius. Product: COC=1C=C(C(=O)OCC)C=CC1OCCCN1CCOCC1 (ethyl 3-methoxy-4-(3-morpholinopropoxy)benzoate). The yield is 99.9%. As a reaction SMILES: Cl[CH2:2][CH2:3][CH2:4][N:5]1[CH2:10][CH2:9][O:8][CH2:7][CH2:6]1.[C:11]([O:22][CH2:23][CH3:24])(=[O:21])[C:12]1[CH:20]=[CH:19][C:17]([OH:18])=[C:14]([O:15][CH3:16])[CH:13]=1.C(=O)([O-])[O-].[K+].[K+]>CN(C)C=O>[CH3:16][O:15][C:14]1[CH:13]=[C:12]([CH:20]=[CH:19][C:17]=1[O:18][CH2:2][CH2:3][CH2:4][N:5]1[CH2:10][CH2:9][O:8][CH2:7][CH2:6]1)[C:11]([O:22][CH2:23][CH3:24])=[O:21] |f:2.3.4|. Procedure: N-(3-Chloropropyl)morpholine (90 g, 0.55 mol) was added dropwise, over 30 minutes, to a solution of ethyl vanillate (98 g, 0.50 mol) and powdered potassium carbonate (104 g, 0.75 mol) in dimethylformamide (300 ml) at 80° C. The reaction was heated at 80° C. for 90 minutes, cooled to ambient temperature, filtered and the filtrate concentrated in vacuo. The crude product was taken up in diethyl ether (1000 ml), filtered and washed with water (2×200 ml) and brine (200 ml). Solvent evaporation yield... Reactants: N (ammonia), BrC=1C=C2C(=CNC2=CC1)CCCN1CCOCC1 (4-(3-(5-bromo-1H-indol-3-yl)propyl)morpholine), C(C)(C)(C)P(C(C)(C)C)C(C)(C)C (Tri-t-butyl phosphine), solution, C[Si](C)(C)[N-][Si](C)(C)C.[Li+] (lithium bis(trimethylsily)amide). Reagents/catalysts: C=1C=CC(=CC1)/C=C/C(=O)/C=C/C2=CC=CC=C2.C=1C=CC(=CC1)/C=C/C(=O)/C=C/C2=CC=CC=C2.C=1C=CC(=CC1)/C=C/C(=O)/C=C/C2=CC=CC=C2.[Pd].[Pd] (Pd2(dba)3). Solvent: ClCCl (dichloromethane), C1CCOC1 (THF), C1CCOC1 (THF), CO (methanol). Reaction conditions: time 5 minute. The product is O1CCN(CC1)CCCC1=CNC2=CC=C(C=C12)N (3-(3-morpholinopropyl)-1H-indol-5-amine). Reaction SMILES: Br[C:2]1[CH:3]=[C:4]2[C:8](=[CH:9][CH:10]=1)[NH:7][CH:6]=[C:5]2[CH2:11][CH2:12][CH2:13][N:14]1[CH2:19][CH2:18][O:17][CH2:16][CH2:15]1.C(P(C(C)(C)C)C(C)(C)C)(C)(C)C.C[Si]([N-:37][Si](C)(C)C)(C)C.[Li+].N>C1COCC1.CO.ClCCl.C1C=CC(/C=C/C(/C=C/C2C=CC=CC=2)=O)=CC=1.C1C=CC(/C=C/C(/C=C/C2C=CC=CC=2)=O)=CC=1.C1C=CC(/C=C/C(/C=C/C2C=CC=CC=2)=O)=CC=1.[Pd].[Pd]>[O:17]1[CH2:18][CH2:19][N:14]([CH2:13][CH2:12][CH2:11][C:5]2[C:4]3[C:8](=[CH:9][CH:10]=[C:2]([NH2:37])[CH:3]=3)[NH:7][CH:6]=2)[CH2:15][CH2:16]1 |f:2.3,8.9.10.11.12|. Procedure details: To an argon purged vial fitted with a magnetic stirbar was charged a solution of compound 179 (407 mg, 1.26 mmol) in anhydrous THF (8 mL). The orange solution was treated with solid Pd2(dba)3 (58 mg, 0.063 mmol) which resulted in a dark red reaction mixture. Tri-t-butyl phosphine solution (10%, 0.37 mL, 0.13 mmol) was added and the reaction was stirred at room temperature for 5 minutes. A 1M solution of lithium bis(trimethylsily)amide in THF (3.78 mL, 3.78 mmol) was added, and the yellow-brown s...